This data is from the Open Reaction Database (ORD), a public repository of structured organic reaction records. The task is: describe an organic reaction: reactants, conditions, products, and yield The reactants are BrC=1C=C2C=C(C=C(C2=CC1)O)C (6-bromo-3-methylnaphthalen-1-ol), C(C=O)(=O)OCC (Ethyl glyoxalate). The reagents and catalysts are [Ti](Cl)(Cl)(Cl)Cl (titanium(IV) chloride). Solvent: ClCCl (dichloromethane), ClCCl (dichloromethane), ClCCl (dichloromethane). Conditions: time 45 minute. Product: BrC=1C=C2C=C(C(=C(C2=CC1)O)C(C(=O)OCC)O)C (ethyl 2-(6-bromo-1-hydroxy-3-methylnaphthalen-2-yl)-2-hydroxyacetate). RXN SMILES: [Br:1][C:2]1[CH:3]=[C:4]2[C:9](=[CH:10][CH:11]=1)[C:8]([OH:12])=[CH:7][C:6]([CH3:13])=[CH:5]2.[C:14]([O:18][CH2:19][CH3:20])(=[O:17])[CH:15]=[O:16]>ClCCl.[Ti](Cl)(Cl)(Cl)Cl>[Br:1][C:2]1[CH:3]=[C:4]2[C:9](=[CH:10][CH:11]=1)[C:8]([OH:12])=[C:7]([CH:15]([OH:16])[C:14]([O:18][CH2:19][CH3:20])=[O:17])[C:6]([CH3:13])=[CH:5]2. Procedure: To a mixture of 6-bromo-3-methylnaphthalen-1-ol (3.79 g, 15.98 mmol) in anhydrous dichloromethane (150 mL) at −40° C. was added a 1M titanium(IV) chloride solution in dichloromethane (20.78 mL, 13.78 mmol) and stirred for 45 min. Ethyl glyoxalate (2.45 g, 23.97 mmol) dissolved in dichloromethane (10 mL) was added over 15 minutes and stirred for 1 hour at −40° C. The reaction was quenched by the addition of Rochelle's salt solution and stirred at room temperature for 2.5 hours. The resulting mixt...